Dataset: the Open Reaction Database (ORD), a public repository of structured organic reaction records. Task: describe an organic reaction: reactants, conditions, products, and yield Reactants: C(C)(=O)OC1=CC2=C(OCC(N2C(C(=O)OCC)C)=O)C=C1F (ethyl 2-(6-acetoxy-7-fluoro-3-oxo-2H-benzo[b][1,4]oxazin-4(3H)-yl)propanoate), N1CCOCC1 (morpholine). Run in C1CCOC1 (THF). The product is FC=1C(=CC2=C(OCC(N2C(C(=O)OCC)C)=O)C1)O (ethyl 2-(7-fluoro-6-hydroxy-3-oxo-2H-benzo[b][1,4]oxazin-4(3H)-yl)propanoate). Yield: 97.1%. RXN SMILES: C([O:4][C:5]1[C:22]([F:23])=[CH:21][C:8]2[O:9][CH2:10][C:11](=[O:20])[N:12]([CH:13]([CH3:19])[C:14]([O:16][CH2:17][CH3:18])=[O:15])[C:7]=2[CH:6]=1)(=O)C.N1CCOCC1>C1COCC1>[F:23][C:22]1[C:5]([OH:4])=[CH:6][C:7]2[N:12]([CH:13]([CH3:19])[C:14]([O:16][CH2:17][CH3:18])=[O:15])[C:11](=[O:20])[CH2:10][O:9][C:8]=2[CH:21]=1. Procedure details: To a solution of ethyl 2-(6-acetoxy-7-fluoro-3-oxo-2H-benzo[b][1,4]oxazin-4(3H)-yl)propanoate (13 g, 40.0 mmol) in THF (100 mL) was added morpholine (10.4 mL, 120 mmol) and the reaction mixture was heated at reflux for 18 h. The reaction mixture was cooled to ambient temperature, filtered and the filtrate was concentrated in vacuo. The residue was purified by column chromatography on silica gel (eluting with 5% EtOAc in petroleum ether) to give ethyl 2-(7-fluoro-6-hydroxy-3-oxo-2H-benzo[b][1,4]o... Starting materials: NC1=NC(c2ccccc2F)(C(F)F)COC1, N, O, O=[N+]([O-])O, O=S(=O)(O)O, O=S(=O)(O)O. Product: NC1=NC(c2cc([N+](=O)[O-])ccc2F)(C(F)F)COC1. Reaction SMILES: [F:6][CH:7]([C:8]1([c:15]2[c:16]([F:21])[cH:17][cH:18][cH:19][cH:20]2)[N:9]=[C:10]([NH2:14])[CH2:11][O:12][CH2:13]1)[F:22].[NH3:27].[OH2:28].[OH:23][N+:24]([O-:25])=[O:26].[S:1]([OH:2])([OH:3])(=[O:4])=[O:5].[S:29](=[O:30])(=[O:31])([OH:32])[OH:33]>>[F:6][CH:7]([C:8]1([c:15]2[c:16]([F:21])[cH:17][cH:18][c:19]([N+:24](=[O:23])[O-:25])[cH:20]2)[N:9]=[C:10]([NH2:14])[CH2:11][O:12][CH2:13]1)[F:22]. Starting materials: Cc1ncsc1CCS(C)(=O)=O, [K+], [K+], O=C([O-])[O-], COc1cc(C=O)ccc1O, CN(C)C=O, O. The product is COc1cc(C=O)ccc1OCCc1scnc1C. Reaction SMILES: [CH3:18][S:19](=[O:20])(=[O:21])[CH2:22][CH2:23][c:24]1[c:25]([CH3:29])[n:26][cH:27][s:28]1.[K+:12].[K+:13].[O-:14][C:15]([O-:16])=[O:17].[O:1]=[CH:2][c:3]1[cH:4][c:5]([O:6][CH3:7])[c:8]([OH:9])[cH:10][cH:11]1.[O:31]=[CH:32][N:33]([CH3:34])[CH3:35].[OH2:30]>>[O:1]=[CH:2][c:3]1[cH:4][c:5]([O:6][CH3:7])[c:8]([O:9][CH2:22][CH2:23][c:24]2[c:25]([CH3:29])[n:26][cH:27][s:28]2)[cH:10][cH:11]1. Reactants: ClC(C(=O)OC)=NO (methyl α-chloro-α-hydroximinoacetate), C(CC(=O)C)(=O)OC (methyl acetoacetate), C[O-].[Na+] (sodium methylate). Run in CO (methanol), CO (methanol), CO (methanol). Run at time 3 hour. The product is CC1=C(C(=NO1)C(=O)OC)C(=O)OC (dimethyl 5-methylisoxazole- 3,4-dicarboxylate). Yield: 37.9%. Reaction SMILES: [C:1]([O:7][CH3:8])(=[O:6])[CH2:2][C:3]([CH3:5])=[O:4].C[O-].[Na+].Cl[C:13](=[N:18]O)[C:14]([O:16][CH3:17])=[O:15]>CO>[CH3:5][C:3]1[O:4][N:18]=[C:13]([C:14]([O:16][CH3:17])=[O:15])[C:2]=1[C:1]([O:7][CH3:8])=[O:6] |f:1.2|. Procedure: 23.2 g (0.2 mol) of methyl acetoacetate in 50 ml of absolute methanol are added to a solution of 10.8 g (0.2 mol) of sodium methylate (cryst.) in 150 ml of dry methanol at 0°-10° C., and the mixture is stirred at this temperature for 3 h. Subsequently, at 0°-10° C., 27.5 g (0.2 mol) of methyl α-chloro-α-hydroximinoacetate in 100 ml of absolute methanol are slowly added dropwise, and the mixture is stirred at room temperature for 12 h. The solution is worked up by evaporation to a small volume an... Reactants: ClC(COC(NC=1OC(=NN1)C(C)(C)C)=O)(Cl)Cl ((5-tert-Butyl-[1,3,4]oxadiazol-2-yl)-carbamic acid 2,2,2-trichloro-ethyl ester), C(C)(C)C1=NN=C2N1C=C(C=C2)O[C@H]2CC[C@@H](C1=CC=CC=C21)N ((1S,4S)-4-(3-Isopropyl-[1,2,4]triazolo[4,3-a]pyridin-6-yloxy)-1,2,3,4-tetrahydro-naphthalen-1-ylamine), CCN(C(C)C)C(C)C (DIPEA). The solvent is CN(C)C=O (DMF), O (water). Product: C(C)(C)(C)C1=NN=C(O1)NC(=O)N[C@H]1CC[C@@H](C2=CC=CC=C12)OC=1C=CC=2N(C1)C(=NN2)C(C)C (1-(5-tert-Butyl-[1,3,4]oxadiazol-2-yl)-3-[(1S,4S)-4-(3-isopropyl-[1,2,4]triazolo[4,3-a]pyridin-6-yloxy)-1,2,3,4-tetrahydro-naphthalen-1-yl]urea). Isolated yield 81.4%. Reaction SMILES: ClC(Cl)(Cl)CO[C:5](=[O:16])[NH:6][C:7]1[O:8][C:9]([C:12]([CH3:15])([CH3:14])[CH3:13])=[N:10][N:11]=1.[CH:19]([C:22]1[N:26]2[CH:27]=[C:28]([O:31][C@@H:32]3[C:41]4[C:36](=[CH:37][CH:38]=[CH:39][CH:40]=4)[C@@H:35]([NH2:42])[CH2:34][CH2:33]3)[CH:29]=[CH:30][C:25]2=[N:24][N:23]=1)([CH3:21])[CH3:20].CCN(C(C)C)C(C)C>CN(C=O)C.O>[C:12]([C:9]1[O:8][C:7]([NH:6][C:5]([NH:42][C@@H:35]2[C:36]3[C:41](=[CH:40][CH:39]=[CH:38][CH:37]=3)[C@@H:32]([O:31][C:28]3[CH:29]=[CH:30][C:25]4[N:26]([C:22]([CH:19]([CH3:21])[CH3:20])=[N:23][N:24]=4)[CH:27]=3)[CH2:33][CH2:34]2)=[O:16])=[N:11][N:10]=1)([CH3:13])([CH3:14])[CH3:15]. Reported procedure: A solution of Intermediate 5d (83.1 mg, 0.263 mmol), Intermediate 5c (80.6 mg, 0.250 mmol), and DIPEA (54.4 μL, 0.313 mmol) in DMF (2 mL) was stirred at 125° C. for 45 min. After cooling, the mixture was concentrated in vacuo to give a brown oil. This was suspended in water (5 mL) and extracted with DCM (2×5 mL). The combined organics were passed through a hydrophobic frit and concentrated under vacuum to leave a brown oil. Purification by FCC, using 0-8% MeOH in EtOAc, followed by trituration (... Reactants: N1CCNC2=CC=CC=C12 (1,2,3,4-tetrahydroquinoxaline), C(C)(=O)OC(C)=O (acetic anhydride). Solvent: C(C)O (ethanol), O (water), [OH-].[Na+] (sodium hydroxide). The product is C(C)(=O)N1CCNC2=CC=CC=C12 (1-acetyl-1,2,3,4-tetrahydroquinoxaline). Reaction SMILES: [NH:1]1[C:10]2[C:5](=[CH:6][CH:7]=[CH:8][CH:9]=2)[NH:4][CH2:3][CH2:2]1.[C:11](OC(=O)C)(=[O:13])[CH3:12]>C(O)C.O.[OH-].[Na+]>[C:11]([N:1]1[C:10]2[C:5](=[CH:6][CH:7]=[CH:8][CH:9]=2)[NH:4][CH2:3][CH2:2]1)(=[O:13])[CH3:12] |f:4.5|. Reported procedure: A solution of 0.186 mole (25 g) of 1,2,3,4-tetrahydroquinoxaline is dissolved in 250 ml of ethanol and 17.6 ml of acetic anhydride is added dropwise with stirring. The solution is then diluted with 750 ml of water and basified with 1N sodium hydroxide. The solution is extracted with chloroform, the organic extracts are dried and then evaporated to provide the solid product, 1-acetyl-1,2,3,4-tetrahydroquinoxaline. Reactants: C(C)(C)(C)OC(=O)NC=1SC=C(N1)/C(/C(=O)N[C@H]1[C@H](NC1=O)CN1N=CC(=N1)COS(=O)(=O)C)=N/OC1(CC1)C(=O)OC(C1=CC=CC=C1)C1=CC=CC=C1 (benzhydryl 1-(((Z)-(1-(2-((tert-butoxycarbonyl)amino)thiazol-4-yl)-2-(((2R,3S)-2-((4-(((methylsulfonyl)oxy)methyl)-2H-1,2,3-triazol-2-yl)methyl)-4-oxoazetidin-3-yl)amino)-2-oxoethylidene)amino)oxy)cyclopropanecarboxylate), [I-].[Na+] (sodium iodide), C([O-])([O-])=O.[Cs+].[Cs+] (cesium carbonate), [Cl-].SC1C[N+]=2N(C=NC2)C1 (6-mercapto-6,7-dihydro-5H-pyrazolo[1,2-a][1,2,4]triazol-4-ium chloride). Run in CN(C)C=O (DMF). Product: [Cl-].C(C1=CC=CC=C1)(C1=CC=CC=C1)OC(=O)C1(CC1)O\N=C(/C(=O)N[C@H]1[C@H](NC1=O)CN1N=CC(=N1)CSC1C[N+]=2N(C=NC2)C1)\C=1N=C(SC1)NC(=O)OC(C)(C)C (6-(((2-(((2R,3S)-3-((Z)-2-((1-((benzhydryloxy)carbonyl)cyclopropoxy)imino)-2-(2-((tert-butoxycarbonyl)amino)thiazol-4-yl)acetamido)-4-oxoazetidin-2-yl)methyl)-2H-1,2,3-triazol-4-yl)methyl)thio)-6,7-dihydro-5H-pyrazolo[1,2-a][1,2,4]triazol-4-ium chloride). The yield is 33.1%. RXN SMILES: [C:1]([O:5][C:6]([NH:8][C:9]1[S:10][CH:11]=[C:12](/[C:14](=[N:35]/[O:36][C:37]2([C:40]([O:42][CH:43]([C:50]3[CH:55]=[CH:54][CH:53]=[CH:52][CH:51]=3)[C:44]3[CH:49]=[CH:48][CH:47]=[CH:46][CH:45]=3)=[O:41])[CH2:39][CH2:38]2)/[C:15]([NH:17][C@@H:18]2[C:21](=[O:22])[NH:20][C@@H:19]2[CH2:23][N:24]2[N:28]=[C:27]([CH2:29]OS(C)(=O)=O)[CH:26]=[N:25]2)=[O:16])[N:13]=1)=[O:7])([CH3:4])([CH3:3])[CH3:2].[I-].[Na+].C(=O)([O-])[O-].[Cs+].[Cs+].[Cl-:64].[SH:65][CH:66]1[CH2:73][N:69]2[CH:70]=[N:71][CH:72]=[N+:68]2[CH2:67]1>CN(C=O)C>[Cl-:64].[CH:43]([O:42][C:40]([C:37]1([O:36]/[N:35]=[C:14](/[C:12]2[N:13]=[C:9]([NH:8][C:6]([O:5][C:1]([CH3:4])([CH3:3])[CH3:2])=[O:7])[S:10][CH:11]=2)\[C:15]([NH:17][C@@H:18]2[C:21](=[O:22])[NH:20][C@@H:19]2[CH2:23][N:24]2[N:28]=[C:27]([CH2:29][S:65][CH:66]3[CH2:73][N:69]4[CH:70]=[N:71][CH:72]=[N+:68]4[CH2:67]3)[CH:26]=[N:25]2)=[O:16])[CH2:39][CH2:38]1)=[O:41])([C:50]1[CH:51]=[CH:52][CH:53]=[CH:54][CH:55]=1)[C:44]1[CH:45]=[CH:46][CH:47]=[CH:48][CH:49]=1 |f:1.2,3.4.5,6.7,9.10|. Procedure: Prepared in an anlogous manner to example 138, step 1 using benzhydryl 1-(((Z)-(1-(2-((tert-butoxycarbonyl)amino)thiazol-4-yl)-2-(((2R,3S)-2-((4-(((methylsulfonyl)oxy)methyl)-2H-1,2,3-triazol-2-yl)methyl)-4-oxoazetidin-3-yl)amino)-2-oxoethylidene)amino)oxy)cyclopropanecarboxylate (54 mg, 0.068 mmol), sodium iodide (17.2 mg, 0.115 mmol), cesium carbonate (24.5 mg, 0.075 mmol), 6-mercapto-6,7-dihydro-5H-pyrazolo[1,2-a][1,2,4]triazol-4-ium chloride (13.4 mg, 0.075 mmol) and DMF (600 μL). The slurry... RXN SMILES: Cl.[NH2:2][C:3]1[CH:7]=[C:6]([Cl:8])[S:5][C:4]=1[S:9]([NH2:12])(=[O:11])=[O:10].[CH3:13][N:14]=[C:15]=S>>[Cl:8][C:6]1[S:5][C:4]2[S:9](=[O:10])(=[O:11])[N:12]=[C:13]([NH:14][CH3:15])[NH:2][C:3]=2[CH:7]=1 |f:0.1|. Starting materials: Cl.NC1=C(SC(=C1)Cl)S(=O)(=O)N (3-amino-5-chlorothiophene-2-sulfonamide hydrochloride), CN=C=S (methyl isothiocyanate). Yields the product ClC1=CC=2NC(=NS(C2S1)(=O)=O)NC (6-Chloro-3-methylamino-4H-thieno[3,2-e]-1,2,4-thiadiazine 1,1-dioxide). Reported procedure: The title compound was prepared from 3-amino-5-chlorothiophene-2-sulfonamide hydrochloride and methyl isothiocyanate by a procedure analogous to the procedure described in example 3Bc-d; mp >190° C. decomp.; 1H-NMR (DMSO-d6): δ 2.75 (s, 3H), 7.02 (s, 1H), 7.25 (br, 1H), 11.3 (br s, 1H). The reactants are C(C)(C)(C)N1N=CC(=C1)N (1-tert-butyl-1H-pyrazol-4-amine), C1(=CC=CC=C1)OC(=O)Cl (phenylchloroformate), C(=O)([O-])[O-].[K+].[K+] (K2CO3). The solvent is C1CCOC1 (THF). Run at time 8 hour. Yields the product C(C)(C)(C)N1N=CC(=C1)NC(OC1=CC=CC=C1)=O (phenyl 1-tert-butyl-1H-pyrazol-4-ylcarbamate). Yield: 89.0%. Reaction SMILES: [C:1]([N:5]1[CH:9]=[C:8]([NH2:10])[CH:7]=[N:6]1)([CH3:4])([CH3:3])[CH3:2].[C:11]1([O:17][C:18](Cl)=[O:19])[CH:16]=[CH:15][CH:14]=[CH:13][CH:12]=1.C([O-])([O-])=O.[K+].[K+]>C1COCC1>[C:1]([N:5]1[CH:9]=[C:8]([NH:10][C:18](=[O:19])[O:17][C:11]2[CH:16]=[CH:15][CH:14]=[CH:13][CH:12]=2)[CH:7]=[N:6]1)([CH3:4])([CH3:3])[CH3:2] |f:2.3.4|. Reported procedure: To a solution containing 1-tert-butyl-1H-pyrazol-4-amine (0.995 g, 7.16 mmmol) in THF (20 mL), phenylchloroformate (1.00 mL, 8.02 mmol) and K2CO3 (1.32 g, 9.52 mmol) were added at room temperature. After stirring overnight, the mixture was filtered and the solid washed with THF. The filtrate was concentrated to dryness and the residue was dissolved in DCM and the organic solution was washed with brine and dried over MgSO4 to yield phenyl 1-tert-butyl-1H-pyrazol-4-ylcarbamate as a solid (1.65 g, ... Starting materials: CC(C(=O)OCC)C#N (Ethyl 2-methylcyanoacetate), NO (hydroxylamine). The solvent is CO (MeOH). Conditions: temperature 50 celsius. Yields the product N\C(\C(C(=O)OCC)C)=N/O (ethyl (3Z)-3-amino-3-(hydroxyimino)-2-methylpropanoate). Reaction SMILES: [CH3:1][CH:2]([C:8]#[N:9])[C:3]([O:5][CH2:6][CH3:7])=[O:4].[NH2:10][OH:11]>CO>[NH2:9]/[C:8](=[N:10]\[OH:11])/[CH:2]([CH3:1])[C:3]([O:5][CH2:6][CH3:7])=[O:4]. Procedure: Ethyl 2-methylcyanoacetate (5 g, 39 mmol) and hydroxylamine (2.6 g, 39 mmol) were dissolved in 50 mL of MeOH. The solution was heated at the 50° C. overnight. The solution was then concentrated and the residue purified by silica gel chromatography using a hexanes/EtOAc gradient to give the indicated product. 1H NMR δ (ppm) (DMSO-d6): 9.05 (1H, s), 5.40 (2H, s), 4.06 (2H, dd, J=12.8, 7.0 Hz), 3.15 (1H, m), 1.24 (3H, d, J=7.2 Hz), 1.18 (3H, t, J=7.1 Hz). m/z=161.1 (M+H)